From a dataset of the Open Reaction Database (ORD), a public repository of structured organic reaction records. describe an organic reaction: reactants, conditions, products, and yield Starting materials: CC(C)(C)OC(=O)CBr, CC(C)Oc1ccc(-c2noc(-c3cccc4c3CCNC4)n2)cc1Cl, [K+], [K+], O=C([O-])[O-], CN(C)C=O. Yields the product CC(C)Oc1ccc(-c2noc(-c3cccc4c3CCN(CC(=O)OC(C)(C)C)C4)n2)cc1Cl. Reaction SMILES: [Br:33][CH2:34][C:35](=[O:36])[O:37][C:38]([CH3:39])([CH3:40])[CH3:41].[Cl:1][c:2]1[cH:3][c:4](-[c:12]2[n:13][o:14][c:15](-[c:17]3[c:18]4[c:23]([cH:24][cH:25][cH:26]3)[CH2:22][NH:21][CH2:20][CH2:19]4)[n:16]2)[cH:5][cH:6][c:7]1[O:8][CH:9]([CH3:10])[CH3:11].[K+:27].[K+:28].[O-:29][C:30]([O-:31])=[O:32].[O:42]=[CH:43][N:44]([CH3:45])[CH3:46]>>[Cl:1][c:2]1[cH:3][c:4](-[c:12]2[n:13][o:14][c:15](-[c:17]3[c:18]4[c:23]([cH:24][cH:25][cH:26]3)[CH2:22][N:21]([CH2:34][C:35](=[O:36])[O:37][C:38]([CH3:39])([CH3:40])[CH3:41])[CH2:20][CH2:19]4)[n:16]2)[cH:5][cH:6][c:7]1[O:8][CH:9]([CH3:10])[CH3:11].